This data is from the Open Reaction Database (ORD), a public repository of structured organic reaction records. The task is: describe an organic reaction: reactants, conditions, products, and yield The reactants are Cl.Cl.CC1=CC(NC2=CC(=CC=C12)OCCCN1CCN(CC1)C1=CC=CC=C1)=O (4-methyl-7-[3-(4-phenylpiperazinyl)-propoxy]carbostyril dihydrochloride). The reagents and catalysts are [Pd] (palladium black). The solvent is C(C)O (ethanol). Reaction conditions: time 8 hour. The product is Cl.Cl.CC1CC(NC2=CC(=CC=C12)OCCCN1CCN(CC1)C1=CC=CC=C1)=O (4-methyl-7-[3-(4-phenylpiperazinyl)-propoxy]-3,4-dihydrocarbostyril.dihydrochloride). The yield is 119.5%. Reaction SMILES: [ClH:1].Cl.[CH3:3][C:4]1[C:13]2[C:8](=[CH:9][C:10]([O:14][CH2:15][CH2:16][CH2:17][N:18]3[CH2:23][CH2:22][N:21]([C:24]4[CH:29]=[CH:28][CH:27]=[CH:26][CH:25]=4)[CH2:20][CH2:19]3)=[CH:11][CH:12]=2)[NH:7][C:6](=[O:30])[CH:5]=1>C(O)C.[Pd]>[ClH:1].[ClH:1].[CH3:3][CH:4]1[C:13]2[C:8](=[CH:9][C:10]([O:14][CH2:15][CH2:16][CH2:17][N:18]3[CH2:19][CH2:20][N:21]([C:24]4[CH:25]=[CH:26][CH:27]=[CH:28][CH:29]=4)[CH2:22][CH2:23]3)=[CH:11][CH:12]=2)[NH:7][C:6](=[O:30])[CH2:5]1 |f:0.1.2,5.6.7|. Reported procedure: 1.0 gram of 4-methyl-7-[3-(4-phenylpiperazinyl)-propoxy]carbostyril dihydrochloride and 0.3 g of palladium black are dispersed in 200 ml of ethanol under hydrogen at a pressure of 2 atmospheres at room temperature and catalytic reduction is carried out at 70°-80° C. for 8 hours. After cooling the reaction mixture, the palladium black is removed by filtration and the mother liquor is concentrated to dryness. The residue is recrystallized from a mixture of methanol-ether to obtain 0.6 g (yield: 60... Reactants: ClCCl, CC(C)c1sc(NC(=O)NCc2cccc(F)c2)nc1CO, O=[Mn]=O. The product is CC(C)c1sc(NC(=O)NCc2cccc(F)c2)nc1C=O. Reaction SMILES: [Cl:23][CH2:24][Cl:25].[F:1][c:2]1[cH:3][c:4]([CH2:5][NH:6][C:7](=[O:8])[NH:9][c:10]2[s:11][c:12]([CH:17]([CH3:18])[CH3:19])[c:13]([CH2:15][OH:16])[n:14]2)[cH:20][cH:21][cH:22]1.[O:26]=[Mn:27]=[O:28]>>[F:1][c:2]1[cH:3][c:4]([CH2:5][NH:6][C:7](=[O:8])[NH:9][c:10]2[s:11][c:12]([CH:17]([CH3:18])[CH3:19])[c:13]([CH:15]=[O:16])[n:14]2)[cH:20][cH:21][cH:22]1.